This data is from the Open Reaction Database (ORD), a public repository of structured organic reaction records. The task is: describe an organic reaction: reactants, conditions, products, and yield Reactants: C([O-])(O)=O.[Na+] (sodium bicarbonate), COC(=O)C1=NC(=C(N=C1)N)C1=CC=C(C=C1)F (5-amino-6-(4-fluoro-phenyl)-pyrazine-2-carboxylic acid methyl ester), N(=O)OCCC(C)C (isoamyl nitrite), C[Si](Br)(C)C (trimethylbromosilane). Solvent: BrCBr (dibromomethane), BrCBr (dibromomethane). Reaction conditions: time 2 hour. The product is COC(=O)C1=NC(=C(N=C1)Br)C1=CC=C(C=C1)F (5-Bromo-6-(4-fluoro-phenyl)-pyrazine-2-carboxylic acid methyl ester). Reaction SMILES: [CH3:1][O:2][C:3]([C:5]1[CH:10]=[N:9][C:8](N)=[C:7]([C:12]2[CH:17]=[CH:16][C:15]([F:18])=[CH:14][CH:13]=2)[N:6]=1)=[O:4].N(OCCC(C)C)=O.C[Si](C)(C)[Br:29].C(=O)(O)[O-].[Na+]>BrCBr>[CH3:1][O:2][C:3]([C:5]1[CH:10]=[N:9][C:8]([Br:29])=[C:7]([C:12]2[CH:17]=[CH:16][C:15]([F:18])=[CH:14][CH:13]=2)[N:6]=1)=[O:4] |f:3.4|. Procedure: To a suspension of 5-amino-6-(4-fluoro-phenyl)-pyrazine-2-carboxylic acid methyl ester (1.26 g, 5.10 mmol, 1.0 eq) in dibromomethane (25 ml) was added isoamyl nitrite (0.85 ml, 6.29 mmol, 1.2 eq) at room temperature. The resulting suspension was added over 30 minutes at room temperature to a dibromomethane (5 ml) solution of trimethylbromosilane (0.82 ml, 5.90 mmol, 1.15 eq). The mixture was stirred for 2 hours at room temperature after which time the turbid solution was added to aqueous sodium ... The reactants are NC1=C(C(=O)NCCC2=CC=C(C=C2)[N+](=O)[O-])C=CC(=C1OCCCCC)OC (2-amino-4-methoxy-N-[2-(4-nitrophenyl)ethyl]-3-pentyloxybenzamide), C(C)O (ethanol), C(C)(=O)CC(C)=O (acetyl acetone), C(C)(=O)OCC (ethyl acetate). Reagents/catalysts: Cl (hydrochloric acid). The solvent is [Cl-].[Na+].O (brine). Product: crude product, COC=1C=CC2=CN(C(N=C2C1OCCCCC)C)CCC1=CC=C(C=C1)[N+](=O)[O-] (7-methoxy-2-methyl-3-[2-(4-nitrophenyl)ethyl]-8-pentyloxy-3H quinazolin). RXN SMILES: [NH2:1][C:2]1[C:21]([O:22][CH2:23][CH2:24][CH2:25][CH2:26][CH3:27])=[C:20]([O:28][CH3:29])[CH:19]=[CH:18][C:3]=1[C:4]([NH:6][CH2:7][CH2:8][C:9]1[CH:14]=[CH:13][C:12]([N+:15]([O-:17])=[O:16])=[CH:11][CH:10]=1)=O.[CH2:30](O)[CH3:31].C(CC(=O)C)(=O)C.C(OCC)(=O)C>Cl.[Cl-].[Na+].O>[CH3:29][O:28][C:20]1[CH:19]=[CH:18][C:3]2[C:2]([C:21]=1[O:22][CH2:23][CH2:24][CH2:25][CH2:26][CH3:27])=[N:1][CH:30]([CH3:31])[N:6]([CH2:7][CH2:8][C:9]1[CH:14]=[CH:13][C:12]([N+:15]([O-:17])=[O:16])=[CH:11][CH:10]=1)[CH:4]=2 |f:5.6.7|. Procedure: 2-Amino-4-methoxy-N-[2-(4-nitrophenyl)ethyl]-3-pentyloxydenzamide (200 mg, 0.498 mmol) obtained in Example 2-46, ethanol (3 ml) and acetyl acetone (0.13 ml, 1.25 mmol) were mixed, and one drop of concentrated hydrochloric acid was added to this solution. The mixture was refluxed under heating for 2.5 hours, and ethyl acetate (30 ml) and saturated brine (30 ml) were added to separate the organic layer. This organic layer was washed successively with saturated aqueous sodium hydrogencarbonate solu... Starting materials: Compound II, CN(NC(NCC1=CC=NC=C1)=O)CC(=O)O (2-(1-methyl-2-(pyridin-4-ylmethylcarbamoyl)hydrazinyl)acetic acid), N[C@H](C(=O)N(CC1=CC=CC2=CC=CC=C12)[C@H](C(OCC)OCC)C)CC(=O)NC(C1=CC=CC=C1)(C1=CC=CC=C1)C1=CC=CC=C1 ((S)-2-amino-N1—((S)-1,1-diethoxypropan-2-yl)-N1-(naphthalen-1-ylmethyl)-N4-tritylsuccinamide). Product: C(C)OC([C@H](C)N(C([C@H](CC(NC(C1=CC=CC=C1)(C1=CC=CC=C1)C1=CC=CC=C1)=O)NC(CN(NC(=O)NCC1=CC=NC=C1)C)=O)=O)CC1=CC=CC2=CC=CC=C12)OCC (1-(2-((S)-1-(((S)-1,1-diethoxypropan-2-yl)(naphthalen-1-ylmethyl)amino)-1,4-dioxo-4-(tritylamino)butan-2-ylamino)-2-oxoethyl)-1-methyl-4-(pyridin-4-ylmethyl)semicarbazide). Reaction SMILES: [CH3:1][N:2]([CH2:14][C:15]([OH:17])=O)[NH:3][C:4](=[O:13])[NH:5][CH2:6][C:7]1[CH:12]=[CH:11][N:10]=[CH:9][CH:8]=1.[NH2:18][C@@H:19]([CH2:43][C:44]([NH:46][C:47]([C:60]1[CH:65]=[CH:64][CH:63]=[CH:62][CH:61]=1)([C:54]1[CH:59]=[CH:58][CH:57]=[CH:56][CH:55]=1)[C:48]1[CH:53]=[CH:52][CH:51]=[CH:50][CH:49]=1)=[O:45])[C:20]([N:22]([C@@H:34]([CH3:42])[CH:35]([O:39][CH2:40][CH3:41])[O:36][CH2:37][CH3:38])[CH2:23][C:24]1[C:33]2[C:28](=[CH:29][CH:30]=[CH:31][CH:32]=2)[CH:27]=[CH:26][CH:25]=1)=[O:21]>>[CH2:37]([O:36][CH:35]([O:39][CH2:40][CH3:41])[C@@H:34]([N:22]([CH2:23][C:24]1[C:33]2[C:28](=[CH:29][CH:30]=[CH:31][CH:32]=2)[CH:27]=[CH:26][CH:25]=1)[C:20](=[O:21])[C@@H:19]([NH:18][C:15](=[O:17])[CH2:14][N:2]([CH3:1])[NH:3][C:4]([NH:5][CH2:6][C:7]1[CH:8]=[CH:9][N:10]=[CH:11][CH:12]=1)=[O:13])[CH2:43][C:44](=[O:45])[NH:46][C:47]([C:48]1[CH:49]=[CH:50][CH:51]=[CH:52][CH:53]=1)([C:54]1[CH:59]=[CH:58][CH:57]=[CH:56][CH:55]=1)[C:60]1[CH:61]=[CH:62][CH:63]=[CH:64][CH:65]=1)[CH3:42])[CH3:38]. Procedure details: According to the procedure described in the synthesis method of Compound II-15, 2-(1-methyl-2-(pyridin-4-ylmethylcarbamoyl)hydrazinyl)acetic acid (Compound VI-6) 56 mg (0.23 mmol) was coupled with (S)-2-amino-N1—((S)-1,1-diethoxypropan-2-yl)-N1-(naphthalen-1-ylmethyl)-N4-tritylsuccinamide (Compound IV-19) 100 mg (0.16 mmol) to obtain the title compound. Reactants: Cl.CC1=C(OC2=C1C=CC=C2)C(=O)NC2(CCCCC2)C(=O)NC2C(CNCC2)O (4-[N-[1-[N-(3-methyl-benzofuran-2-ylcarbonyl)amino]cyclohexanecarbonyl]amino]-3-piperidinol hydrochloride), BrC=1C=C(C#N)C=CC1OC (3-bromo-4-methoxybenzonitrile). Yields the product CC1=C(OC2=C1C=CC=C2)C(=O)NC2(CCCCC2)C(=O)NC2C(CN(CC2)C2=C(C=CC(=C2)C#N)OC)=O (4-[N-[1-[N-(3-methyl-benzofuran-2-ylcarbonyl)amino]cyclohexanecarbonyl]amino]-1-(5-cyano-2-methoxyphenyl)piperidin-3-one). Reaction SMILES: Cl.[CH3:2][C:3]1[C:7]2[CH:8]=[CH:9][CH:10]=[CH:11][C:6]=2[O:5][C:4]=1[C:12]([NH:14][C:15]1([C:21]([NH:23][CH:24]2[CH2:29][CH2:28][NH:27][CH2:26][CH:25]2[OH:30])=[O:22])[CH2:20][CH2:19][CH2:18][CH2:17][CH2:16]1)=[O:13].Br[C:32]1[CH:33]=[C:34]([CH:37]=[CH:38][C:39]=1[O:40][CH3:41])[C:35]#[N:36]>>[CH3:2][C:3]1[C:7]2[CH:8]=[CH:9][CH:10]=[CH:11][C:6]=2[O:5][C:4]=1[C:12]([NH:14][C:15]1([C:21]([NH:23][CH:24]2[CH2:29][CH2:28][N:27]([C:32]3[CH:33]=[C:34]([C:35]#[N:36])[CH:37]=[CH:38][C:39]=3[O:40][CH3:41])[CH2:26][C:25]2=[O:30])=[O:22])[CH2:16][CH2:17][CH2:18][CH2:19][CH2:20]1)=[O:13] |f:0.1|. Procedure details: In accordance with the same procedure as in Example 85, except that 4-[N-[1-[N-(3-methyl-benzofuran-2-ylcarbonyl)amino]cyclohexanecarbonyl]amino]-3-piperidinol hydrochloride was used instead of 4-[N-[1-[N-(furan-2-ylcarbonyl)amino]cyclohexanecarbonyl]amino]-3-piperidinol hydrochloride and 3-bromo-4-methoxybenzonitrile was used instead of 1-bromotoluene in Step 1 thereof, 270 mg of the titled compound was prepared. Reactants: CC(=O)[O-], CC(=O)[O-], [Cu+2], N, O, O, Cc1ccccc1N(C(N)=S)c1ccccc1C. Product: Cc1ccccc1N(C(=N)N)c1ccccc1C. RXN SMILES: [C:22]([O-:23])(=[O:24])[CH3:25].[C:27]([O-:28])(=[O:29])[CH3:30].[Cu+2:26].[NH3:19].[O:20].[OH2:21].[c:1]1([CH3:18])[c:2]([N:7]([C:8](=[S:9])[NH2:10])[c:11]2[c:12]([CH3:17])[cH:13][cH:14][cH:15][cH:16]2)[cH:3][cH:4][cH:5][cH:6]1>>[c:1]1([CH3:18])[c:2]([N:7]([C:8](=[NH:10])[NH2:19])[c:11]2[c:12]([CH3:17])[cH:13][cH:14][cH:15][cH:16]2)[cH:3][cH:4][cH:5][cH:6]1. Reactants: CCOC(=O)C (EtOAc), C(C)OC(C1=CC(=C(C=C1)O)I)=O (4-Hydroxy-3-iodo-benzoic acid ethyl ester), C([O-])([O-])=O.[K+].[K+] (potassium carbonate), ICC (iodoethane). Run in C(C)#N (acetonitrile), C(C)#N (acetonitrile). The product is C(C)OC(C1=CC(=C(C=C1)OCC)I)=O (4-Ethoxy-3-iodo-benzoic acid ethyl ester). Reaction SMILES: [CH2:1]([O:3][C:4](=[O:13])[C:5]1[CH:10]=[CH:9][C:8]([OH:11])=[C:7]([I:12])[CH:6]=1)[CH3:2].C(=O)([O-])[O-].[K+].[K+].I[CH2:21][CH3:22].CCOC(C)=O>C(#N)C>[CH2:1]([O:3][C:4](=[O:13])[C:5]1[CH:10]=[CH:9][C:8]([O:11][CH2:21][CH3:22])=[C:7]([I:12])[CH:6]=1)[CH3:2] |f:1.2.3|. Procedure: To the resultant ester (3.10 g, 10.61 mmol) and potassium carbonate (2.87 g, 20.75 mmol) in 40 ml acetonitrile, add iodoethane (1.3 ml, 16.25 mmol) at RT while stirring vigorously. Heat the resulting white suspension under reflux for 1.5 h. Evaporate acetonitrile and replace with EtOAc. Wash the organic layer first with water, then with saturated aq. sodium chloride. Dry over anhydrous sodium sulfate, filter and concentrate to give the title compound as a yellow oil.